This data is from the Open Reaction Database (ORD), a public repository of structured organic reaction records. The task is: describe an organic reaction: reactants, conditions, products, and yield The reactants are [O-2].[Y+3].[O-2].[O-2].[Y+3] (yttrium oxide), [O-2].[Eu+3].[O-2].[O-2].[Eu+3] (europium oxide), O.O.C(C(=O)O)(=O)O (oxalic acid dihydrate), C(C(=O)O)(=O)O (oxalic acid), O.N (ammonia water), [N+](=O)([O-])[O-] (nitrate). The solvent is O (water), [N+](=O)(O)[O-] (nitric acid), O (water). Conditions: temperature 60 celsius, time 20 minute. Product: [N+](=O)([O-])[O-] (nitrate), C(C(=O)O)(=O)O (oxalic acid), oxide, [Y] (yttrium), [Eu] (europium). RXN SMILES: [O-2].[Y+3:2].[O-2].[O-2].[Y+3].[O-2].[Eu+3:7].[O-2].[O-2].[Eu+3].O.O.[C:13]([OH:18])(=[O:17])[C:14]([OH:16])=[O:15].O.N.[N+:21]([O-:24])([O-:23])=[O:22].C(O)(=O)C(O)=O>[N+]([O-])(O)=O.O>[N+:21]([O-:24])([O-:23])=[O:22].[C:13]([OH:18])(=[O:17])[C:14]([OH:16])=[O:15].[Y:2].[Eu:7] |f:0.1.2.3.4,5.6.7.8.9,10.11.12,13.14|. Procedure: A mixed rare earth nitrate aqueous solution was prepared by dissolving 94.5 g of yttrium oxide and 5.5 g of europium oxide in 200 ml of a concentrated nitric acid followed by the addition of water to make up a volume of 3.3 liters. Separately, an aqueous ammoniacal oxalic acid solution was prepared by dissolving 240 g of oxalic acid dihydrate in 6.6 liters of water and adding 290 ml of a 28% ammonia water thereto. The mixed rare earth nitrate solution cooled to room temperature was added gradual... Starting materials: CCCc1c(Cc2ccc(-c3ccccc3C#N)cc2F)c(=O)n(C2CCC(OC(CCOS(=O)(=O)c3ccc(C)cc3)C(=O)OCC)CC2)c2ncnn12, CC(C)(C)[O-], Cl, [K+], C1CCOC1. Product: CCCc1c(Cc2ccc(-c3ccccc3C#N)cc2F)c(=O)n(C2CCC(OC3(C(=O)OCC)CC3)CC2)c2ncnn12. Reaction SMILES: [C:1](#[N:2])[c:3]1[c:4](-[c:9]2[cH:10][c:11]([F:55])[c:12]([CH2:15][c:16]3[c:17](=[O:54])[n:18]([CH:28]4[CH2:29][CH2:30][CH:31]([O:34][CH:35]([C:36](=[O:37])[O:38][CH2:39][CH3:40])[CH2:41][CH2:42][O:43][S:44]([c:45]5[cH:46][cH:47][c:48]([CH3:49])[cH:50][cH:51]5)(=[O:52])=[O:53])[CH2:32][CH2:33]4)[c:19]4[n:20]([c:21]3[CH2:22][CH2:23][CH3:24])[n:25][cH:26][n:27]4)[cH:13][cH:14]2)[cH:5][cH:6][cH:7][cH:8]1.[CH3:56][C:57]([CH3:58])([O-:59])[CH3:60].[ClH:62].[K+:61].[O:63]1[CH2:64][CH2:65][CH2:66][CH2:67]1>>[C:1](#[N:2])[c:3]1[c:4](-[c:9]2[cH:10][c:11]([F:55])[c:12]([CH2:15][c:16]3[c:17](=[O:54])[n:18]([CH:28]4[CH2:29][CH2:30][CH:31]([O:34][C:35]5([C:36](=[O:37])[O:38][CH2:39][CH3:40])[CH2:41][CH2:42]5)[CH2:32][CH2:33]4)[c:19]4[n:20]([c:21]3[CH2:22][CH2:23][CH3:24])[n:25][cH:26][n:27]4)[cH:13][cH:14]2)[cH:5][cH:6][cH:7][cH:8]1. Reactants: O=C([O-])[O-], CCO, Cl, [NH4+], [NH4+], Cn1c(Nc2ccc(C#N)cc2)nc2cc(NS(=O)(=O)c3cccc4cccnc34)ccc21. Yields the product Cl, Cn1c(Nc2ccc(C(=N)N)cc2)nc2cc(NS(=O)(=O)c3cccc4cccnc34)ccc21. Reaction SMILES: [C:34](=[O:35])([O-:36])[O-:37].[CH3:41][CH2:42][OH:43].[ClH:39].[NH4+:38].[NH4+:40].[n:1]1[cH:2][cH:3][cH:4][c:5]2[cH:6][cH:7][cH:8][c:9]([S:11](=[O:12])(=[O:13])[NH:14][c:15]3[cH:16][c:17]4[c:18]([n:19]([CH3:31])[c:20]([NH:22][c:23]5[cH:24][cH:25][c:26]([C:27]#[N:28])[cH:29][cH:30]5)[n:21]4)[cH:32][cH:33]3)[c:10]12>>[ClH:39].[n:1]1[cH:2][cH:3][cH:4][c:5]2[cH:6][cH:7][cH:8][c:9]([S:11](=[O:12])(=[O:13])[NH:14][c:15]3[cH:16][c:17]4[c:18]([n:19]([CH3:31])[c:20]([NH:22][c:23]5[cH:24][cH:25][c:26]([C:27](=[NH:28])[NH2:38])[cH:29][cH:30]5)[n:21]4)[cH:32][cH:33]3)[c:10]12. Reactants: Fc1cc(F)cc(Br)c1, O=C1CCN(Cc2ccccc2)C1, [Cl-], I, [Mg], [NH4+], C1CCOC1. Yields the product OC1(c2cc(F)cc(F)c2)CCN(Cc2ccccc2)C1. Reaction SMILES: [Br:1][c:2]1[cH:3][c:4]([F:9])[cH:5][c:6]([F:8])[cH:7]1.[CH2:12]([c:13]1[cH:14][cH:15][cH:16][cH:17][cH:18]1)[N:19]1[CH2:20][C:21](=[O:24])[CH2:22][CH2:23]1.[Cl-:25].[I:11].[Mg:10].[NH4+:26].[O:27]1[CH2:28][CH2:29][CH2:30][CH2:31]1>>[c:2]1([C:21]2([OH:24])[CH2:20][N:19]([CH2:12][c:13]3[cH:14][cH:15][cH:16][cH:17][cH:18]3)[CH2:23][CH2:22]2)[cH:3][c:4]([F:9])[cH:5][c:6]([F:8])[cH:7]1.